Task: describe an organic reaction: reactants, conditions, products, and yield. Dataset: the Open Reaction Database (ORD), a public repository of structured organic reaction records The reactants are COc1ccc(N2CC(C)NC(C)C2)cc1NS(=O)(=O)c1ccc(Br)cc1, CC(C)(C)[O-], Cc1ccccc1, COCCOC, [K+], O, c1ccc(P(c2ccccc2)(c2ccccc2)[Pd](P(c2ccccc2)(c2ccccc2)c2ccccc2)(P(c2ccccc2)(c2ccccc2)c2ccccc2)P(c2ccccc2)(c2ccccc2)c2ccccc2)cc1, OB(O)c1ccsc1. Reaction SMILES: [Br:1][c:2]1[cH:3][cH:4][c:5]([S:8](=[O:9])(=[O:10])[NH:11][c:12]2[c:13]([O:26][CH3:27])[cH:14][cH:15][c:16]([N:18]3[CH2:19][CH:20]([CH3:25])[NH:21][CH:22]([CH3:24])[CH2:23]3)[cH:17]2)[cH:6][cH:7]1.[CH3:36][C:37]([CH3:38])([O-:39])[CH3:40].[CH3:42][c:43]1[cH:44][cH:45][cH:46][cH:47][cH:48]1.[CH3:49][O:50][CH2:51][CH2:52][O:53][CH3:54].[K+:41].[OH2:55].[cH:56]1[cH:57][cH:58][c:59]([P:60]([Pd:61]([P:62]([c:63]2[cH:64][cH:65][cH:66][cH:67][cH:68]2)([c:69]2[cH:70][cH:71][cH:72][cH:73][cH:74]2)[c:75]2[cH:76][cH:77][cH:78][cH:79][cH:80]2)([P:81]([c:82]2[cH:83][cH:84][cH:85][cH:86][cH:87]2)([c:88]2[cH:89][cH:90][cH:91][cH:92][cH:93]2)[c:94]2[cH:95][cH:96][cH:97][cH:98][cH:99]2)[P:100]([c:101]2[cH:102][cH:103][cH:104][cH:105][cH:106]2)([c:107]2[cH:108][cH:109][cH:110][cH:111][cH:112]2)[c:113]2[cH:114][cH:115][cH:116][cH:117][cH:118]2)([c:119]2[cH:120][cH:121][cH:122][cH:123][cH:124]2)[c:125]2[cH:126][cH:127][cH:128][cH:129][cH:130]2)[cH:131][cH:132]1.[s:28]1[cH:29][c:30]([B:33]([OH:34])[OH:35])[cH:31][cH:32]1>>[c:2]1(-[c:30]2[cH:29][s:28][cH:32][cH:31]2)[cH:3][cH:4][c:5]([S:8](=[O:9])(=[O:10])[NH:11][c:12]2[c:13]([O:26][CH3:27])[cH:14][cH:15][c:16]([N:18]3[CH2:19][CH:20]([CH3:25])[NH:21][CH:22]([CH3:24])[CH2:23]3)[cH:17]2)[cH:6][cH:7]1. Product: COc1ccc(N2CC(C)NC(C)C2)cc1NS(=O)(=O)c1ccc(-c2ccsc2)cc1. Reactants: C=CCBr, [H-], [Na+], CN(C)C=O, O, COC(=O)C(C)(C)CO. Product: C=CCOCC(C)(C)C(=O)OC. RXN SMILES: [Br:17][CH2:18][CH:19]=[CH2:20].[H-:16].[Na+:15].[O:10]=[CH:11][N:12]([CH3:13])[CH3:14].[OH2:21].[OH:1][CH2:2][C:3]([C:4](=[O:5])[O:6][CH3:7])([CH3:8])[CH3:9]>>[O:1]([CH2:2][C:3]([C:4](=[O:5])[O:6][CH3:7])([CH3:8])[CH3:9])[CH2:20][CH:19]=[CH2:18]. Starting materials: CC=1C=C(C=C2C=NNC12)CC(N)C1=NN=NN1CC(C)(C)C (2-(7-methyl-1H-indazol-5-yl)-1-(1-neopentyl-1H-tetrazol-5-yl)ethanamine), C(=O)(C=1NC=CN1)C=1NC=CN1 (carbonyl diimidazole), N1CCC(CC1)N1C(NC2=CC=CC=C2C1)=O (3-(piperidin-4-yl)-3,4-dihydroquinazolin-2(1H)-one). The solvent is CN(C=O)C (dimethylformamide). Conditions: temperature 0 celsius, time 5 minute. The product is CC=1C=C(C=C2C=NNC12)CC(C1=NN=NN1CC(C)(C)C)NC(=O)N1CCC(CC1)N1C(NC2=CC=CC=C2C1)=O ((±)-N-(2-(7-Methyl-1H-indazol-5-yl)-1-(1-neopentyl-1H-tetrazol-5-yl)ethyl)-4-(2-oxo-1,2-dihydroquinazolin-3(4H)-yl)piperidine-1-carboxamide). As a reaction SMILES: [CH3:1][C:2]1[CH:3]=[C:4]([CH2:11][CH:12]([C:14]2[N:18]([CH2:19][C:20]([CH3:23])([CH3:22])[CH3:21])[N:17]=[N:16][N:15]=2)[NH2:13])[CH:5]=[C:6]2[C:10]=1[NH:9][N:8]=[CH:7]2.[C:24](C1NC=CN=1)(C1NC=CN=1)=[O:25].[NH:36]1[CH2:41][CH2:40][CH:39]([N:42]2[CH2:51][C:50]3[C:45](=[CH:46][CH:47]=[CH:48][CH:49]=3)[NH:44][C:43]2=[O:52])[CH2:38][CH2:37]1>CN(C)C=O>[CH3:1][C:2]1[CH:3]=[C:4]([CH2:11][CH:12]([NH:13][C:24]([N:36]2[CH2:37][CH2:38][CH:39]([N:42]3[CH2:51][C:50]4[C:45](=[CH:46][CH:47]=[CH:48][CH:49]=4)[NH:44][C:43]3=[O:52])[CH2:40][CH2:41]2)=[O:25])[C:14]2[N:18]([CH2:19][C:20]([CH3:23])([CH3:22])[CH3:21])[N:17]=[N:16][N:15]=2)[CH:5]=[C:6]2[C:10]=1[NH:9][N:8]=[CH:7]2. Procedure details: A stirred solution of 2-(7-methyl-1H-indazol-5-yl)-1-(1-neopentyl-1H-tetrazol-5-yl)ethanamine (20.0 mg, 0.06 mmol) in dimethylformamide (1.0 mL) at 0° C. was treated with carbonyl diimidazole (11.0 mg, 1.1 equiv). The reaction was stirred for 5 min at 0° C., warmed to room temperature, stirred for 10 min, and treated with 3-(piperidin-4-yl)-3,4-dihydroquinazolin-2(1H)-one (15.0 mg, 1.1 equiv). The mixture was stirred at room temperature overnight. The solvent was evaporated and the residue purif... Starting materials: O.[OH-].[Li+] (lithium hydroxide-monohydrate), COC1=CC2=C(SC(=C2SC(C)C)C(=O)NC2=CC=C(C(=O)OC)C=C2)C=C1 (methyl 4-[[[5-methoxy-3-[(1-methylethyl)thio]benzo[b]thien-2yl]carbonyl]amino]benzoate). Solvent: CO (methanol), O (water), C(C)(=O)OCC (ethyl acetate). The product is COC1=CC2=C(SC(=C2SC(C)C)C(=O)NC2=CC=C(C(=O)O)C=C2)C=C1 (4-[[[5-methoxy-3-[(1-methylethyl)thio]benzo[b]thien-2yl]carbonyl]amino]benzoic acid). Isolated yield 78.0%. Reaction SMILES: O.[OH-].[Li+].[CH3:4][O:5][C:6]1[CH:31]=[CH:30][C:9]2[S:10][C:11]([C:17]([NH:19][C:20]3[CH:29]=[CH:28][C:23]([C:24]([O:26]C)=[O:25])=[CH:22][CH:21]=3)=[O:18])=[C:12]([S:13][CH:14]([CH3:16])[CH3:15])[C:8]=2[CH:7]=1>CO.O.C(OCC)(=O)C>[CH3:4][O:5][C:6]1[CH:31]=[CH:30][C:9]2[S:10][C:11]([C:17]([NH:19][C:20]3[CH:29]=[CH:28][C:23]([C:24]([OH:26])=[O:25])=[CH:22][CH:21]=3)=[O:18])=[C:12]([S:13][CH:14]([CH3:16])[CH3:15])[C:8]=2[CH:7]=1 |f:0.1.2|. Procedure: A suspension of lithium hydroxide-monohydrate (20 mg, 0.48 mmol) and methyl 4-[[[5-methoxy-3-[(1-methylethyl)thio]benzo[b]thien-2yl]carbonyl]amino]benzoate (67 mg, 0.16 mmol) in 4 mL of methanol and 2 mL of water is heated at reflux for 1.5 hours. The reaction mixture is cooled to room temperature and then diluted with ethyl acetate and washed sequentially with 1N HCl, water, and brine. The organic layer is dried over MgSO4. Filtration followed by concentration in vacuo and recrystallization fro... Reactants: CC=1C=C(OC1C)C(O)C=1C=NC=CC1C ((4,5-Dimethylfuran-2-yl)-(4-methylpyridin-3-yl)-methanol). The reagents and catalysts are [O-2].[O-2].[Mn+4] (Manganese dioxide). The solvent is C(Cl)(Cl)Cl (chloroform). Reaction conditions: time 8 hour. The product is CC=1C=C(OC1C)C(=O)C=1C=NC=CC1C ((4,5-dimethylfuran-2-yl)-(4-methylpyridin-3-yl)-methanone). The yield is 87.6%. As a reaction SMILES: [CH3:1][C:2]1[CH:3]=[C:4]([CH:8]([C:10]2[CH:11]=[N:12][CH:13]=[CH:14][C:15]=2[CH3:16])[OH:9])[O:5][C:6]=1[CH3:7]>C(Cl)(Cl)Cl.[O-2].[O-2].[Mn+4]>[CH3:1][C:2]1[CH:3]=[C:4]([C:8]([C:10]2[CH:11]=[N:12][CH:13]=[CH:14][C:15]=2[CH3:16])=[O:9])[O:5][C:6]=1[CH3:7] |f:2.3.4|. Procedure: (4,5-Dimethylfuran-2-yl)-(4-methylpyridin-3-yl)-methanol (174 mg) was dissolved in chloroform (5 ml) to prepare a solution. Manganese dioxide (1.05 g) was added to the solution, and the mixture was stirred at room temperature overnight. The reaction solution was then filtered through Celite. The solvent was removed from the filtrate by distillation under the reduced pressure. The residue was purified by column chromatography using hexane-ethyl acetate to give (4,5-dimethylfuran-2-yl)-(4-methylpy... Reactants: COC(COC1=CC=C(C=C1)C=O)=O ((4-Formylphenoxy)acetic acid methyl ester), [B-].[Na+] (Sodium borohydrate), Cl (hydrochloric acid), ice water. The solvent is CO (methanol). Reaction conditions: temperature 0 celsius, time 2 hour. Product: COC(COC1=CC=C(C=C1)CO)=O ((4-Hydroxymethyl-phenoxy)-acetic acid methyl ester). Isolated yield 61.8%. Reaction SMILES: [CH3:1][O:2][C:3](=[O:14])[CH2:4][O:5][C:6]1[CH:11]=[CH:10][C:9]([CH:12]=[O:13])=[CH:8][CH:7]=1.[B-].[Na+].Cl>CO>[CH3:1][O:2][C:3](=[O:14])[CH2:4][O:5][C:6]1[CH:11]=[CH:10][C:9]([CH2:12][OH:13])=[CH:8][CH:7]=1 |f:1.2|. Reported procedure: To a solution of (4-Formylphenoxy)acetic acid methyl ester 68 (160 grams, 825 mmol) in methanol (800 mL) at 0° C. was added Sodium borohydrate (18 grams, 476 mmol) in small portions, further stirred at 0° C. for 2 hours and poured on to ice water (1500 mL). The pH of mixture was adjusted to 2 with concentrated hydrochloric acid. Crude 69 was extracted into chloroform, dried over Na2SO4, distilled and purified by column chromatography on silica gel using hexane:ethyl acetate (7:3) to give 69 (100...